Dataset: the Open Reaction Database (ORD), a public repository of structured organic reaction records. Task: describe an organic reaction: reactants, conditions, products, and yield The reactants are BrCC(=O)C=1C(NC2=CC=CC=C2C1)=O (3-(2-bromoacetyl)-1h-quinolin-2-one), NC(C(S(=O)(=O)C1=CC=CC=C1)(C)C)=S (2-amino-1,1-dimethyl-1-(phenylsulfonyl)ethane-2-thione). The solvent is CO (MeOH). Conditions: temperature 120 celsius. Yields the product CC(C)(S(=O)(=O)C1=CC=CC=C1)C=1SC=C(N1)C=1C(NC2=CC=CC=C2C1)=O (3-(2-(1-methyl-1-(phenylsulfonyl)ethyl)-1,3-thiazol-4-yl)-2(1h)-quinolinone). RXN SMILES: Br[CH2:2][C:3]([C:5]1[C:6](=[O:15])[NH:7][C:8]2[C:13]([CH:14]=1)=[CH:12][CH:11]=[CH:10][CH:9]=2)=O.[NH2:16][C:17](=[S:30])[C:18]([CH3:29])([CH3:28])[S:19]([C:22]1[CH:27]=[CH:26][CH:25]=[CH:24][CH:23]=1)(=[O:21])=[O:20]>CO>[CH3:29][C:18]([C:17]1[S:30][CH:2]=[C:3]([C:5]2[C:6](=[O:15])[NH:7][C:8]3[C:13]([CH:14]=2)=[CH:12][CH:11]=[CH:10][CH:9]=3)[N:16]=1)([S:19]([C:22]1[CH:23]=[CH:24][CH:25]=[CH:26][CH:27]=1)(=[O:21])=[O:20])[CH3:28]. Reported procedure: A mixture of 3-(2-bromoacetyl)-1h-quinolin-2-one (Example 27(b), 270 mg, 1.0 mmol) and 2-amino-1,1-dimethyl-1-(phenylsulfonyl)ethane-2-thione (step b, 1.7 ml, 1.0 mmol) in 3.5 ml of anhydrous MeOH was heated at 120° C. for 5 min by microwave synthesizer. The reaction mixture was cooled to RT. The precipitates were collected by filtration and washed with MeOH and CH2Cl2 to provide the title compound as a light yellow solid. Ms m/z: 411.3 (m+1). Starting materials: ClC1=C(C=CC=C1Cl)C1CCN(CC1)CCCCOC=1C=CC2=C(N=CS2)C1 (5-(4-(4-(2,3-dichlorophenyl)piperidin-1-yl)butoxy)benzo[d]thiazole), [Na+].[I-] (NaI), CC#N (CH3CN), Cl.ClC1=C(C=CC=C1Cl)N1CCNCC1 (1-(2,3-dichlorophenyl)piperazine hydrochloride salt), C(=O)([O-])[O-].[K+].[K+] (K2CO3). Conditions: time 4 hour. Yields the product ClC1=C(C=CC=C1Cl)N1CCN(CC1)CCCCOC1=CC=C2CCNC(C2=C1)=O (7-(4-(4-(2,3-dichlorophenyl)piperazin-1-yl)butoxy)-3,4-dihydroisoquinolin-1(2H)-one). Yield: 65.0%. Reaction SMILES: ClC1C(Cl)=CC=CC=1C1[CH2:14][CH2:13][N:12]([CH2:15][CH2:16][CH2:17][CH2:18][O:19][C:20]2[CH:21]=[CH:22][C:23]3SC=N[C:24]=3[CH:28]=2)[CH2:11][CH2:10]1.[Na+].[I-].Cl.[Cl:32][C:33]1[C:38]([Cl:39])=[CH:37][CH:36]=[CH:35][C:34]=1[N:40]1CCNCC1.[C:46]([O-:49])([O-])=O.[K+].[K+].[CH3:52][C:53]#[N:54]>>[Cl:32][C:33]1[C:38]([Cl:39])=[CH:37][CH:36]=[CH:35][C:34]=1[N:40]1[CH2:10][CH2:11][N:12]([CH2:15][CH2:16][CH2:17][CH2:18][O:19][C:20]2[CH:28]=[C:24]3[C:23]([CH2:52][CH2:53][NH:54][C:46]3=[O:49])=[CH:22][CH:21]=2)[CH2:13][CH2:14]1 |f:1.2,3.4,5.6.7|. Procedure details: A mixture of intermediate 21 (220 mg, 0.74 mmol) and NaI (222 mg, 1.48 mmol) in CH3CN was heated to reflux for 30 min and then cooled to rt. Intermediate 41 (278 mg, 1.04 mmol) and anhydrous K2CO3 (1409 mg, 2.96 mmol) were added to the mixture. The resulting mixture was heated to reflux and stirred for 4 h. Precipitated crystals were filtered off and the filtrate was evaporated under reduced pressure. The residue was extracted with EtOAc. The combined EtOAc layers were washed with brine, dried o... Starting materials: C1(=CC=CC=C1)P(C1=CC=CC=C1)C1=CC=CC=C1 (triphenylphosphine), CC(C)OC(=O)/N=N/C(=O)OC(C)C (DIAD), F[C@@H]1CN(CC[C@@H]1O)C(=O)OCC1=CC=CC=C1 (benzyl cis-3-fluoro-4-hydroxypiperidine-1-carboxylate), [N+](=O)([O-])C1=CC=C(C(=O)O)C=C1 (4-nitrobenzoic acid). Solvent: C1CCOC1 (THF), C1CCOC1 (THF). Run at temperature 0 celsius. Product: F[C@@H]1CN(CC[C@H]1OCC1=CC=C(C=C1)[N+](=O)[O-])C(=O)OCC1=CC=CC=C1 (benzyl trans-3-fluoro-4-[(4-nitrobenzyl)oxy]piperidine-1-carboxylate). RXN SMILES: C1(P(C2C=CC=CC=2)C2C=CC=CC=2)C=CC=CC=1.CC(OC(/N=N/C(OC(C)C)=O)=O)C.[F:34][C@H:35]1[C@@H:40]([OH:41])[CH2:39][CH2:38][N:37]([C:42]([O:44][CH2:45][C:46]2[CH:51]=[CH:50][CH:49]=[CH:48][CH:47]=2)=[O:43])[CH2:36]1.[N+:52]([C:55]1[CH:63]=[CH:62][C:58]([C:59](O)=O)=[CH:57][CH:56]=1)([O-:54])=[O:53]>C1COCC1>[F:34][C@H:35]1[C@H:40]([O:41][CH2:59][C:58]2[CH:62]=[CH:63][C:55]([N+:52]([O-:54])=[O:53])=[CH:56][CH:57]=2)[CH2:39][CH2:38][N:37]([C:42]([O:44][CH2:45][C:46]2[CH:51]=[CH:50][CH:49]=[CH:48][CH:47]=2)=[O:43])[CH2:36]1. Procedure details: To a solution of triphenylphosphine (120.1 g, 0.458 mol) in THF (2 L) was added DIAD (92.6 g, 0.458 mol) with stirring under nitrogen at 0° C. The resulting suspension was stirred for 40 min, and then a solution of benzyl cis-3-fluoro-4-hydroxypiperidine-1-carboxylate (58 g, 0.229 mol) and 4-nitrobenzoic acid (45.9 g, 0.275 mol) in THF was added slowly over 1.5 h. The resulting orange solution was allowed to warm to room temperature and stirred for 48 h. The mixture was concentrated under reduce... The reactants are SC=1OC2=C(N1)C=CC(=C2)C (2-mercapto-6-methylbenzoxazole), P(Cl)(Cl)(Cl)(Cl)Cl (Phosphorus pentachloride), CN1CCNCC1 (N-methylpiperazine). Solvent: C1(=CC=CC=C1)C (toluene). Reaction conditions: temperature 100 celsius. The product is CN1CCN(CC1)C=1OC2=C(N1)C=CC(=C2)C (2-(4-methyl-1-piperazinyl)-6-methylbenzoxazole). As a reaction SMILES: P(Cl)(Cl)(Cl)(Cl)Cl.S[C:8]1[O:9][C:10]2[CH:16]=[C:15]([CH3:17])[CH:14]=[CH:13][C:11]=2[N:12]=1.[CH3:18][N:19]1[CH2:24][CH2:23][NH:22][CH2:21][CH2:20]1>C1(C)C=CC=CC=1>[CH3:18][N:19]1[CH2:24][CH2:23][N:22]([C:8]2[O:9][C:10]3[CH:16]=[C:15]([CH3:17])[CH:14]=[CH:13][C:11]=3[N:12]=2)[CH2:21][CH2:20]1. Procedure details: Phosphorus pentachloride (302 mg) was dissolved in anhydrous toluene (4 ml), the resulting solution was mixed with 2-mercapto-6-methylbenzoxazole (200 mg) which has been obtained in the same manner as described in Reference Example 1, and the mixture was then stirred with heating at 100° C. for 2 hours. With cooling in an ice bath, to this was added dropwise N-methylpiperazine (1.34 ml). After 20 minutes of stirring, the thus obtained mixture was extracted with ethyl acetate, and the organic lay... RXN SMILES: [Br:1][C:2]1[CH:10]=[CH:9][C:5]([C:6]([OH:8])=O)=[CH:4][CH:3]=1.[CH2:11]([C:13]1[CH:14]=[C:15]([CH3:25])[C:16]([N:19]2[CH2:24][CH2:23][NH:22][CH2:21][CH2:20]2)=[N:17][CH:18]=1)[CH3:12]>>[Br:1][C:2]1[CH:3]=[CH:4][C:5]([C:6]([N:22]2[CH2:23][CH2:24][N:19]([C:16]3[C:15]([CH3:25])=[CH:14][C:13]([CH2:11][CH3:12])=[CH:18][N:17]=3)[CH2:20][CH2:21]2)=[O:8])=[CH:9][CH:10]=1. Yields the product BrC1=CC=C(C=C1)C(=O)N1CCN(CC1)C1=NC=C(C=C1C)CC ((4-bromophenyl)[4-(5-ethyl-3-methylpyridin-2-yl)piperazin-1-yl]methanone). Procedure details: Using 4-bromobenzoic acid (1.01 g) and 1-(5-ethyl-3-methylpyridin-2-yl)piperazine (1.03 g) described in Preparation Example 81 and by the reaction and treatment in the same manner as in Preparation Example 111, the title compound (1.38 g) was obtained. Starting materials: BrC1=CC=C(C(=O)O)C=C1 (4-bromobenzoic acid), C(C)C=1C=C(C(=NC1)N1CCNCC1)C (1-(5-ethyl-3-methylpyridin-2-yl)piperazine). Yield: 70.8%. Reactants: [Mo](=O)(=O)=O (molybdenum trioxide), [OH-].[NH4+] (ammonium hydroxide), [Mo](=O)(=O)=O (molybdenum trioxide). The solvent is O (water). The product is N.N.N.N.N.N.O.O.O.O.O.O.O.O.O.O.O.O.O.O.O.O.O.O.O.O.O.O.O.O.[Mo].[Mo].[Mo].[Mo].[Mo].[Mo].[Mo] (ammonium paramolybdate). As a reaction SMILES: [Mo:1](=O)(=O)=[O:2].[OH-:5].[NH4+:6]>O>[NH3:6].[NH3:6].[NH3:6].[NH3:6].[NH3:6].[NH3:6].[OH2:2].[OH2:5].[OH2:2].[OH2:2].[OH2:2].[OH2:2].[OH2:2].[OH2:2].[OH2:2].[OH2:2].[OH2:2].[OH2:2].[OH2:2].[OH2:2].[OH2:2].[OH2:2].[OH2:2].[OH2:2].[OH2:2].[OH2:2].[OH2:2].[OH2:2].[OH2:2].[OH2:2].[Mo:1].[Mo:1].[Mo:1].[Mo:1].[Mo:1].[Mo:1].[Mo:1] |f:1.2,4.5.6.7.8.9.10.11.12.13.14.15.16.17.18.19.20.21.22.23.24.25.26.27.28.29.30.31.32.33.34.35.36.37.38.39.40|. Procedure: About 100 parts of impure molybdenum trioxide are slurried in about 40 parts of water and enough reagent grade ammonium hydroxide to completely dissolve the molybdenum trioxide. The resulting solution is filtered to remove the hydroxides of iron. About 16 parts of nicotine are added to the filtered solution and the pH is adjusted to about 2.0 with hydrochloric acid. The resulting white precipitate of nicotine-molybdenum is filtered off and washed with about 1000 parts of hot water. The nicotine-... Reactants: CCOC(C)=O, COC(=O)c1c(-c2ccccc2)nn2cc(I)ccc12, CO, Cl, [Li+], C1CCOC1, [OH-], O. Product: O=C(O)c1c(-c2ccccc2)nn2cc(I)ccc12. RXN SMILES: [CH2:32]([O:33][C:34](=[O:35])[CH3:36])[CH3:37].[CH3:1][O:2][C:3](=[O:4])[c:5]1[c:6](-[c:15]2[cH:16][cH:17][cH:18][cH:19][cH:20]2)[n:7][n:8]2[c:9]1[cH:10][cH:11][c:12]([I:14])[cH:13]2.[CH3:21][OH:22].[ClH:28].[Li+:30].[O:23]1[CH2:24][CH2:25][CH2:26][CH2:27]1.[OH-:29].[OH2:31]>>[O:2]=[C:3]([OH:4])[c:5]1[c:6](-[c:15]2[cH:16][cH:17][cH:18][cH:19][cH:20]2)[n:7][n:8]2[c:9]1[cH:10][cH:11][c:12]([I:14])[cH:13]2. The reactants are CO, O=C1C(=Cc2ccccc2)C(=O)c2ccccc21, [Na+], [OH-], O, OO. Yields the product O=C1c2ccccc2C(=O)C12OC2c1ccccc1. As a reaction SMILES: [CH3:24][OH:25].[CH:1]([c:2]1[cH:3][cH:4][cH:5][cH:6][cH:7]1)=[C:8]1[C:9](=[O:18])[c:10]2[cH:11][cH:12][cH:13][cH:14][c:15]2[C:16]1=[O:17].[Na+:22].[OH-:21].[OH2:23].[OH:19][OH:20]>>[CH:1]1([c:2]2[cH:3][cH:4][cH:5][cH:6][cH:7]2)[C:8]2([C:9](=[O:18])[c:10]3[cH:11][cH:12][cH:13][cH:14][c:15]3[C:16]2=[O:17])[O:19]1. The reactants are O=C1C(CCC1)C(=O)OCC (ethyl 2-oxocyclopentanecarboxy late), NC(=O)N (urea). Yields the product N1C(NC(C2=C1CCC2)=O)=O (6,7-dihydro-1H-cyclopenta[d]pyrimidine-2,4(3H,5H)-dione). RXN SMILES: O=[C:2]1[CH2:6][CH2:5][CH2:4][CH:3]1[C:7]([O:9]CC)=O.[NH2:12][C:13]([NH2:15])=[O:14]>>[NH:12]1[C:2]2[CH2:6][CH2:5][CH2:4][C:3]=2[C:7](=[O:9])[NH:15][C:13]1=[O:14]. Reported procedure: Similarly, compounds of this invention can be prepared as illustrated by the exemplary reaction in Scheme 3. Reaction of cyclopentanone with diethyl carbonate in THF in the presence of NaH produced ethyl 2-oxocyclopentanecarboxylate. Reaction of ethyl 2-oxocyclopentanecarboxy late with urea at 175-185° C. produced 6,7-dihydro-1H-cyclopenta[d]pyrimidine-2,4(3H,5H)-dione. Reaction of 6,7-dihydro-1H-cyclopenta[d]pyrimidine-2,4(3H,5H)-dione with hexamethyldisilazane (HMDS) in toluene in the presence... Reactants: FC1=C(C(=CC=C1)F)N1N=C(C=2C(=NC=CC21)OC)C2=CC=C(C=C2)CC#N ((4-(1-(2,6-difluorophenyl)-4-methoxy-1H-pyrazolo[4,3-c]pyridin-3-yl)phenyl)acetonitrile), ClN1C(CCC1=O)=O (N-chlorosuccinimide), O (water). The solvent is CN(C)C=O (DMF). Conditions: time 1 day. The product is ClC=1C2=C(C(NC1)=O)C(=NN2C2=C(C=CC=C2F)F)C2=CC=C(C=C2)CC#N ((4-(7-chloro-1-(2,6-difluorophenyl)-4-oxo-4,5-dihydro-1H-pyrazolo[4,3-c]pyridin-3-yl)phenyl)acetonitrile). Yield: 45.9%. As a reaction SMILES: [F:1][C:2]1[CH:7]=[CH:6][CH:5]=[C:4]([F:8])[C:3]=1[N:9]1[C:17]2[CH:16]=[CH:15][N:14]=[C:13]([O:18]C)[C:12]=2[C:11]([C:20]2[CH:25]=[CH:24][C:23]([CH2:26][C:27]#[N:28])=[CH:22][CH:21]=2)=[N:10]1.[Cl:29]N1C(=O)CCC1=O.O>CN(C=O)C>[Cl:29][C:16]1[C:17]2[N:9]([C:3]3[C:2]([F:1])=[CH:7][CH:6]=[CH:5][C:4]=3[F:8])[N:10]=[C:11]([C:20]3[CH:25]=[CH:24][C:23]([CH2:26][C:27]#[N:28])=[CH:22][CH:21]=3)[C:12]=2[C:13](=[O:18])[NH:14][CH:15]=1. Procedure: To a solution of (4-(1-(2,6-difluorophenyl)-4-methoxy-1H-pyrazolo[4,3-c]pyridin-3-yl)phenyl)acetonitrile (322.3 mg) obtained in Step A of Example 39 in DMF (10 mL) was added N-chlorosuccinimide (252 mg) at 0° C., and the mixture was allowed to be warmed to room temperature, and stirred for 1 day, and then at 100° C. for 1 day, and cooled to room temperature. The reaction mixture was added to water, and the mixture was extracted twice with ethyl acetate. The organic layers were combined, washed w...